This data is from the Open Reaction Database (ORD), a public repository of structured organic reaction records. The task is: describe an organic reaction: reactants, conditions, products, and yield The reactants are ClC1=CC2=C(OC3=C(CN2C(=O)Cl)C=CC=C3)C=C1 (8-chlorodibenz[b,f][1,4]oxazepin-10(11H)carbonyl chloride), NCC1=NC=CC=C1 (2-(aminomethyl)pyridine). Run in CCN(CC)CC (Et3N), CH2Cl. The product is Cl.ClC1=CC2=C(OC3=C(CN2C(=O)NCC2=NC=CC=C2)C=CC=C3)C=C1 (8-chloro-N-(2-pyridinylmethyl)dibenz[b,f][1,4]oxazepine-10(11H)-carboxamide, monohydrochloride). As a reaction SMILES: [Cl:1][C:2]1[CH:19]=[CH:18][C:5]2[O:6][C:7]3[CH:17]=[CH:16][CH:15]=[CH:14][C:8]=3[CH2:9][N:10]([C:11](Cl)=[O:12])[C:4]=2[CH:3]=1.[NH2:20][CH2:21][C:22]1[CH:27]=[CH:26][CH:25]=[CH:24][N:23]=1>CCN(CC)CC>[ClH:1].[Cl:1][C:2]1[CH:19]=[CH:18][C:5]2[O:6][C:7]3[CH:17]=[CH:16][CH:15]=[CH:14][C:8]=3[CH2:9][N:10]([C:11]([NH:20][CH2:21][C:22]3[CH:27]=[CH:26][CH:25]=[CH:24][N:23]=3)=[O:12])[C:4]=2[CH:3]=1 |f:3.4|. Procedure: By the method described in Example 18, the title compound of Example 2 in CH2Cl 2 with molecular sieves #5A and Et3N was reacted with 2-(aminomethyl)pyridine to generate the free base of the title product. This material was converted to the title compound by the method described in Example 40. Conditions: temperature 80 celsius. The product is C(CCCCCCCCCCCCCCC)SCCCOCC(COCCCSCCCCCCCCCCCCCCCC)(COCCCSCCCCCCCCCCCCCCCC)COCCCSCCCCCCCCCCCCCCCC (Pentaerythritol Tetrakis (n-Hexadecylthiopropyl)ether). Reaction SMILES: [CH2:1]([SH:17])[CH2:2][CH2:3][CH2:4][CH2:5][CH2:6][CH2:7][CH2:8][CH2:9][CH2:10][CH2:11][CH2:12][CH2:13][CH2:14][CH2:15][CH3:16].N([C:25]([CH3:29])([CH3:28])C#N)=NC(C)(C)C#N.[CH2:30]([O:33][CH2:34][C:35]([CH2:46][O:47][CH2:48][CH:49]=[CH2:50])([CH2:41][O:42][CH2:43][CH:44]=[CH2:45])[CH2:36][O:37][CH2:38][CH:39]=[CH2:40])[CH:31]=[CH2:32]>>[CH2:1]([S:17][CH2:50][CH2:49][CH2:48][O:47][CH2:46][C:35]([CH2:36][O:37][CH2:38][CH2:39][CH2:40][S:17][CH2:1][CH2:2][CH2:3][CH2:4][CH2:5][CH2:6][CH2:7][CH2:8][CH2:9][CH2:10][CH2:11][CH2:12][CH2:13][CH2:29][CH2:25][CH3:28])([CH2:41][O:42][CH2:43][CH2:44][CH2:45][S:17][CH2:1][CH2:2][CH2:3][CH2:4][CH2:5][CH2:6][CH2:7][CH2:8][CH2:9][CH2:10][CH2:11][CH2:12][CH2:13][CH2:14][CH2:15][CH3:16])[CH2:34][O:33][CH2:30][CH2:31][CH2:32][S:17][CH2:1][CH2:2][CH2:3][CH2:4][CH2:5][CH2:6][CH2:7][CH2:8][CH2:9][CH2:10][CH2:11][CH2:12][CH2:13][CH2:14][CH2:15][CH3:16])[CH2:2][CH2:3][CH2:4][CH2:5][CH2:6][CH2:7][CH2:8][CH2:9][CH2:10][CH2:11][CH2:12][CH2:13][CH2:14][CH2:15][CH3:16]. Procedure details: A 250 ml three-necked flask equipped with a magnetic stirrer, a condenser and a nitrogen inlet tube was first purged with nitrogen 107 grams of n-hexadecyl mercaptan (0.417 mole) was then charged and heated to 80° C. To the heated and stirred n-hexadecyl mercaptan, a solution of 0.2 gram of 2,2'-azobis(isobutyronitrile) in 29.64 grams (0.1 mole) of pure pentaerythritol tetraallyl ether was added dropwise over a 15-minute period. One-half hour after this addition was completed, 0.1 gram of 2,2'-a... Reactants: C(CCCCCCCCCCCCCCC)S (n-hexadecyl mercaptan), N(=NC(C#N)(C)C)C(C#N)(C)C (2,2'-azobis(isobutyronitrile)), C(CCCCCCCCCCCCCCC)S (n-hexadecyl mercaptan), N(=NC(C#N)(C)C)C(C#N)(C)C (2,2'-azobis(isobutyronitrile)), C(C=C)OCC(COCC=C)(COCC=C)COCC=C (pentaerythritol tetraallyl ether), N(=NC(C#N)(C)C)C(C#N)(C)C (2,2'-azobis-(isobutyronitrile)). Reactants: COC(=O)c1cc(-c2ccccc2)n(Cc2ccccc2)c1Cl, CC(C)C[AlH]CC(C)C, ClCCl. Product: OCc1cc(-c2ccccc2)n(Cc2ccccc2)c1Cl. RXN SMILES: [CH2:1]([c:2]1[cH:3][cH:4][cH:5][cH:6][cH:7]1)[n:8]1[c:9]([Cl:23])[c:10]([C:19](=[O:20])[O:21][CH3:22])[cH:11][c:12]1-[c:13]1[cH:14][cH:15][cH:16][cH:17][cH:18]1.[CH3:24][CH:25]([CH2:26][AlH:27][CH2:28][CH:29]([CH3:30])[CH3:31])[CH3:32].[Cl:33][CH2:34][Cl:35]>>[CH2:1]([c:2]1[cH:3][cH:4][cH:5][cH:6][cH:7]1)[n:8]1[c:9]([Cl:23])[c:10]([CH2:19][OH:20])[cH:11][c:12]1-[c:13]1[cH:14][cH:15][cH:16][cH:17][cH:18]1. Reactants: OCc1cc(Br)ccc1F, NCCc1ccc(C(F)(F)F)cn1. Product: OCc1cc(NCCc2ccc(C(F)(F)F)cn2)ccc1F. As a reaction SMILES: [Br:1][c:2]1[cH:3][cH:4][c:5]([F:10])[c:6]([CH2:8][OH:9])[cH:7]1.[F:11][C:12]([c:13]1[cH:14][cH:15][c:16]([CH2:19][CH2:20][NH2:21])[n:17][cH:18]1)([F:22])[F:23]>>[c:2]1([NH:21][CH2:20][CH2:19][c:16]2[cH:15][cH:14][c:13]([C:12]([F:11])([F:22])[F:23])[cH:18][n:17]2)[cH:3][cH:4][c:5]([F:10])[c:6]([CH2:8][OH:9])[cH:7]1. Reactants: N1C(=O)C(=O)C2=CC=CC=C12 (isatin), [H-].[Na+] (sodium hydride), C(C1=CC=CC=C1)(=O)Cl (benzoyl chloride). Solvent: CN(C=O)C (N,N-dimethylformamide). Conditions: time 10 minute. The product is C(C1=CC=CC=C1)(=O)N1C(=O)C(=O)C2=CC=CC=C12 (N-benzoylisatin). The yield is 79.6%. Reaction SMILES: [NH:1]1[C:11]2[C:6](=[CH:7][CH:8]=[CH:9][CH:10]=2)[C:4](=[O:5])[C:2]1=[O:3].[H-].[Na+].[C:14](Cl)(=[O:21])[C:15]1[CH:20]=[CH:19][CH:18]=[CH:17][CH:16]=1>CN(C)C=O>[C:14]([N:1]1[C:11]2[C:6](=[CH:7][CH:8]=[CH:9][CH:10]=2)[C:4](=[O:5])[C:2]1=[O:3])(=[O:21])[C:15]1[CH:20]=[CH:19][CH:18]=[CH:17][CH:16]=1 |f:1.2|. Procedure details: 14.7 g (0.10 mole) of isatin (dissolved in 100 ml of N,N-dimethylformamide) are added to 2.6 g (0.11 mole) of sodium hydride in 100 ml of N,N-dimethylformamide, while stirring. After the mixture has been stirred for one hour at room temperature, 14.1 g (0.10 mole) of benzoyl chloride are added dropwise at 0° C. Stirring is then continued for 10 minutes at 0° C. and the mixture is poured onto ice. The precipitate which separates out is filtered off under suction and dried to give 20 g (80%) of N-... The reactants are [H-].[Na+] (NaH), C(C)OC(C(CCC=C)C#N)=O (2-cyano-hex-5-enoic acid ethyl ester), ClCC1=C(C=CC(=C1)OC1=CC=CC=C1)[N+](=O)[O-] (2-chloromethyl-1-nitro-4-phenoxy-benzene). Run in CN(C)C=O (DMF). Conditions: temperature 0 celsius, time 5 minute. Yields the product C(C)OC(C(CCC=C)(CC1=C(C=CC(=C1)OC1=CC=CC=C1)[N+](=O)[O-])C#N)=O (2-cyano-2-(2-nitro-5-phenoxy-benzyl)-hex-5-enoic acid ethyl ester). As a reaction SMILES: [CH2:1]([O:3][C:4](=[O:12])[CH:5]([C:10]#[N:11])[CH2:6][CH2:7][CH:8]=[CH2:9])[CH3:2].[H-].[Na+].Cl[CH2:16][C:17]1[CH:22]=[C:21]([O:23][C:24]2[CH:29]=[CH:28][CH:27]=[CH:26][CH:25]=2)[CH:20]=[CH:19][C:18]=1[N+:30]([O-:32])=[O:31]>CN(C=O)C>[CH2:1]([O:3][C:4](=[O:12])[C:5]([C:10]#[N:11])([CH2:16][C:17]1[CH:22]=[C:21]([O:23][C:24]2[CH:29]=[CH:28][CH:27]=[CH:26][CH:25]=2)[CH:20]=[CH:19][C:18]=1[N+:30]([O-:32])=[O:31])[CH2:6][CH2:7][CH:8]=[CH2:9])[CH3:2] |f:1.2|. Procedure details: To a round bottom flask equipped with a nitrogen inlet 2-cyano-hex-5-enoic acid ethyl ester (2.0 g, 11.96 mmol) and DMF (40 mL) were added. The reaction mixture was cooled to 0° C. followed by addition of NaH (0.48 g, 12.0 mmol, 60% dispersion in mineral oil). The reaction mixture was allowed to stir at 0° C. for another 5 min, followed by addition of 2-chloromethyl-1-nitro-4-phenoxy-benzene (2.6 g, 9.86 mmol). The reaction turned a dark purple color. After 3 h the reaction was quenched with 1N ... The reactants are P(C(C)(C)C)(C(C)(C)C)C(C)(C)C.O1CCOCC1 (t-Bu3P dioxane), BrC1=CC(=CC=C1)[N+](=O)[O-] (1-bromo-3-nitrobenzene), C(C#C)NC(OC(C)(C)C)=O (tert-butyl prop-2-ynylcarbamate), C(C)(C)NC(C)C (diisopropylamine). Reagents/catalysts: [Cu]I (CuI), Cl[Pd]([P](C1=CC=CC=C1)(C2=CC=CC=C2)C3=CC=CC=C3)([P](C4=CC=CC=C4)(C5=CC=CC=C5)C6=CC=CC=C6)Cl (PdCl2(PPh3)2). Solvent: O1CCOCC1 (dioxane), C(C)(=O)OCC (ethyl acetate). Run at temperature 45 celsius. The product is [N+](=O)([O-])C=1C=C(C=CC1)C#CCNC(OC(C)(C)C)=O (tert-butyl 3-(3-nitrophenyl)prop-2-ynylcarbamate). RXN SMILES: Br[C:2]1[CH:7]=[CH:6][CH:5]=[C:4]([N+:8]([O-:10])=[O:9])[CH:3]=1.[CH2:11]([NH:14][C:15](=[O:21])[O:16][C:17]([CH3:20])([CH3:19])[CH3:18])[C:12]#[CH:13].C(NC(C)C)(C)C.P(C(C)(C)C)(C(C)(C)C)C(C)(C)C.O1CCOCC1>C(OCC)(=O)C.[Cu]I.Cl[Pd](Cl)([P](C1C=CC=CC=1)(C1C=CC=CC=1)C1C=CC=CC=1)[P](C1C=CC=CC=1)(C1C=CC=CC=1)C1C=CC=CC=1.O1CCOCC1>[N+:8]([C:4]1[CH:3]=[C:2]([C:13]#[C:12][CH2:11][NH:14][C:15](=[O:21])[O:16][C:17]([CH3:19])([CH3:18])[CH3:20])[CH:7]=[CH:6][CH:5]=1)([O-:10])=[O:9] |f:3.4,^1:58,77|. Procedure details: To an oven dried, argon filed, flask was added 1-bromo-3-nitrobenzene (14) (3.09 g, 15.3 mmol), tert-butyl prop-2-ynylcarbamate (15) (2.8 g, 18.0 mmol), diisopropylamine (92.5 ml, 17.8 mmol), CuI (0.054 g, 0.18 mmol), PdCl2(PPh3)2 (0.42 g, 0.6 mmol) and dioxane (17 ml). The resulting mixture was purged with argon three times and then a solution of t-Bu3P-dioxane solution (0.9 ml, 0.9 mmol) was added. The mixture was heated at 45° C. for 15 h, cooled to room temperature, diluted with ethyl acetat...